This data is from the Open Reaction Database (ORD), a public repository of structured organic reaction records. The task is: describe an organic reaction: reactants, conditions, products, and yield Starting materials: C(C)(C)NC(C)C (diisopropylamine), C(CCC)[Li] (butyllithium), CC1=C2N(C3=CC=CC=C13)C(CCC2)=O (8,9-dihydro-10-methylpyrido[1,2-a]indol-6(7H)-one), C(C(=O)O)(=O)O (oxalic acid), C(C1=CC=CC=C1)(C1=CC=CC=C1)(C1=CC=CC=C1)N1C(=NC=C1)C=O (1-trityl-1H-imidazole-2-carbaldehyde). The solvent is O1CCCC1 (tetrahydrofuran), CCCCCC (hexane), O (water), O1CCCC1 (tetrahydrofuran), O1CCCC1 (tetrahydrofuran). Conditions: time 20 minute. The product is OC(C1CCC=2N(C3=CC=CC=C3C2C)C1=O)C=1N(C=CN1)C(C1=CC=CC=C1)(C1=CC=CC=C1)C1=CC=CC=C1 (8,9-dihydro-7-[(hydroxy)(1-trityl-1H-imidazol-2-yl)methyl]-10-methylpyrido[1,2-a]indol-6(7H)-one). Isolated yield 68.9%. As a reaction SMILES: C(NC(C)C)(C)C.C([Li])CCC.[CH3:13][C:14]1[C:22]2[C:17](=[CH:18][CH:19]=[CH:20][CH:21]=2)[N:16]2[C:23](=[O:27])[CH2:24][CH2:25][CH2:26][C:15]=12.[C:28]([N:47]1[CH:51]=[CH:50][N:49]=[C:48]1[CH:52]=[O:53])([C:41]1[CH:46]=[CH:45][CH:44]=[CH:43][CH:42]=1)([C:35]1[CH:40]=[CH:39][CH:38]=[CH:37][CH:36]=1)[C:29]1[CH:34]=[CH:33][CH:32]=[CH:31][CH:30]=1.C(O)(=O)C(O)=O>O1CCCC1.CCCCCC.O>[OH:53][CH:52]([C:48]1[N:47]([C:28]([C:29]2[CH:34]=[CH:33][CH:32]=[CH:31][CH:30]=2)([C:35]2[CH:36]=[CH:37][CH:38]=[CH:39][CH:40]=2)[C:41]2[CH:46]=[CH:45][CH:44]=[CH:43][CH:42]=2)[CH:51]=[CH:50][N:49]=1)[CH:24]1[C:23](=[O:27])[N:16]2[C:17]3[C:22]([C:14]([CH3:13])=[C:15]2[CH2:26][CH2:25]1)=[CH:21][CH:20]=[CH:19][CH:18]=3. Procedure: To a solution of diisopropylamine (557 mg) in tetrahydrofuran (15 ml) at -70° C. under a nitrogen atmosphere was added 1.64M butyllithium in hexane (3.35 ml). After being stirred at the same temperature for 20 minutes, the mixture was treated with a solution of 8,9-dihydro-10-methylpyrido[1,2-a]indol-6(7H)-one (995 mg) in tetrahydrofuran (10 ml) over 15 minutes. The mixture was stirred at -70° C. for 30 minutes, and a solution of 1-trityl-1H-imidazole-2-carbaldehyde (1.69 g) in tetrahydrofuran (... The reactants are CCOC(=O)c1ccc(CCN2CCN(CCc3ccccc3)CC2)cc1, Cl, Cl, Cl. Yields the product O=C(O)c1ccc(CCN2CCN(CCc3ccccc3)CC2)cc1. As a reaction SMILES: [CH2:3]([CH2:4][c:5]1[cH:6][cH:7][cH:8][cH:9][cH:10]1)[N:11]1[CH2:12][CH2:13][N:14]([CH2:17][CH2:18][c:19]2[cH:20][cH:21][c:22]([C:23](=[O:24])[O:25][CH2:26][CH3:27])[cH:28][cH:29]2)[CH2:15][CH2:16]1.[ClH:1].[ClH:2].[ClH:30]>>[CH2:3]([CH2:4][c:5]1[cH:6][cH:7][cH:8][cH:9][cH:10]1)[N:11]1[CH2:12][CH2:13][N:14]([CH2:17][CH2:18][c:19]2[cH:20][cH:21][c:22]([C:23](=[O:24])[OH:25])[cH:28][cH:29]2)[CH2:15][CH2:16]1. Starting materials: CCOC(=O)CC(C)=O, Cc1cn(CCO)c2ccccc12, Cc1ccccc1, O, Cc1ccc(S(=O)(=O)O)cc1. Product: CCOC(=O)CC1(C)OCCn2c1c(C)c1ccccc12. Reaction SMILES: [C:14]([CH2:15][C:16](=[O:17])[CH3:18])(=[O:19])[O:20][CH2:21][CH3:22].[CH3:1][c:2]1[cH:3][n:4]([CH2:11][CH2:12][OH:13])[c:5]2[cH:6][cH:7][cH:8][cH:9][c:10]12.[CH3:35][c:36]1[cH:37][cH:38][cH:39][cH:40][cH:41]1.[OH2:34].[c:23]1([CH3:24])[cH:25][cH:26][c:27]([S:28]([OH:29])(=[O:30])=[O:31])[cH:32][cH:33]1>>[CH3:1][c:2]1[c:3]2[n:4]([c:5]3[cH:6][cH:7][cH:8][cH:9][c:10]13)[CH2:11][CH2:12][O:13][C:16]2([CH2:15][C:14](=[O:19])[O:20][CH2:21][CH3:22])[CH3:18]. The reactants are ClC1=CC=CC2=C1C(N(CC=1N2C=NC1C=1OC=C(N1)CN(C(C)C)C(C)C)C)=O (7-chloro-3-(4-diisopropylaminomethyl-oxazol-2-yl)-5-methyl-5,6-dihydro-4H-imidazo[1,5-a][1,4]benzodiazepin-6-one), Cl (hydrochloric acid). Solvent: C(C)O (ethanol). The product is Cl.ClC1=CC=CC2=C1C(N(CC=1N2C=NC1C=1OC(=C(N1)N(C(C)C)C(C)C)C)C)=O (7-chloro-3-(4-diisopropylamino-methyl-oxazol-2-yl)-5-methyl-5,6-dihydro-4H-imidazo[1,5-a][1,4]benzodiazepin-6-one hydrochloride). The yield is 187.2%. As a reaction SMILES: [Cl:1][C:2]1[C:7]2[C:8](=[O:30])[N:9]([CH3:29])[CH2:10][C:11]3[N:12]([CH:13]=[N:14][C:15]=3[C:16]3[O:17][CH:18]=[C:19](CN(C(C)C)C(C)C)[N:20]=3)[C:6]=2[CH:5]=[CH:4][CH:3]=1.Cl>C(O)C>[ClH:1].[Cl:1][C:2]1[C:7]2[C:8](=[O:30])[N:9]([CH3:29])[CH2:10][C:11]3[N:12]([CH:13]=[N:14][C:15]=3[C:16]3[O:17][C:18]([CH3:19])=[C:13]([N:12]([CH:6]([CH3:7])[CH3:5])[CH:11]([CH3:15])[CH3:10])[N:20]=3)[C:6]=2[CH:5]=[CH:4][CH:3]=1 |f:3.4|. Reported procedure: 0.10 g (0.00023 mol) of 7-chloro-3-(4-diisopropylaminomethyl-oxazol-2-yl)-5-methyl-5,6-dihydro-4H-imidazo[1,5-a][1,4]benzodiazepin-6-one was dissolved in 10 ml of ethanol and treated with 0.063 ml (0.00023 mol) of 3.7N ethanolic hydrochloric acid. The solution was completely freed from the solvents and recrystallized from ethanol/diethyl ether. There was obtained 0.10 g (92%) of 7-chloro-3-(4-diisopropylamino-methyl-oxazol-2-yl)-5-methyl-5,6-dihydro-4H-imidazo[1,5-a][1,4]benzodiazepin-6-one hydr... Starting materials: CC(N=Cc1ccc(OCc2cccc(F)c2)cc1)C(N)=O, CC(N=Cc1ccc(OCc2cccc(F)c2)cc1)C(N)=O. Yields the product CC(NCc1ccc(OCc2cccc(F)c2)cc1)C(N)=O. Reaction SMILES: [F:1][c:2]1[cH:3][c:4]([CH2:5][O:6][c:7]2[cH:8][cH:9][c:10]([CH:11]=[N:12][CH:13]([C:14](=[O:15])[NH2:16])[CH3:17])[cH:18][cH:19]2)[cH:20][cH:21][cH:22]1.[F:23][c:24]1[cH:25][c:26]([CH2:30][O:31][c:32]2[cH:33][cH:34][c:35]([CH:36]=[N:37][CH:38]([CH3:39])[C:40]([NH2:41])=[O:42])[cH:43][cH:44]2)[cH:27][cH:28][cH:29]1>>[F:1][c:2]1[cH:3][c:4]([CH2:5][O:6][c:7]2[cH:8][cH:9][c:10]([CH2:11][NH:12][CH:13]([C:14](=[O:15])[NH2:16])[CH3:17])[cH:18][cH:19]2)[cH:20][cH:21][cH:22]1.